From a dataset of the Open Reaction Database (ORD), a public repository of structured organic reaction records. describe an organic reaction: reactants, conditions, products, and yield Reactants: C(C)(C)(C)OC(=O)N1CCC(CCC1)C(C)OC1=CC2=C(C3=NC(=CN3CCO2)C=2N(N=C(N2)C)C(C)C)C=C1 (4-{1-[2-(2-isopropyl-5-methyl-2H-[1,2,4]triazol-3-yl)-4,5-dihydro-6-oxa-1,3a-diazabenzo[e]azulen-8-yloxy]ethyl}azepane-1-carboxylic acid tertbutyl ester), Cl (HCl). Solvent: O1CCOCC1 (dioxane). Conditions: time 1 hour. Product: N1CCC(CCC1)C(C)OC1=CC2=C(C3=NC(=CN3CCO2)C=2N(N=C(N2)C)C(C)C)C=C1 (8-(1-Azepan-4-ylethoxy)-2-(2-isopropyl-5-methyl-2H-[1,2,4]triazol-3-yl)-4,5-dihydro-6-oxa-1,3a-diazabenzo[e]azulene). Isolated yield 100.9%. As a reaction SMILES: C(OC([N:8]1[CH2:14][CH2:13][CH2:12][CH:11]([CH:15]([O:17][C:18]2[CH:40]=[CH:39][C:21]3[C:22]4[N:26]([CH2:27][CH2:28][O:29][C:20]=3[CH:19]=2)[CH:25]=[C:24]([C:30]2[N:31]([CH:36]([CH3:38])[CH3:37])[N:32]=[C:33]([CH3:35])[N:34]=2)[N:23]=4)[CH3:16])[CH2:10][CH2:9]1)=O)(C)(C)C.Cl>O1CCOCC1>[NH:8]1[CH2:14][CH2:13][CH2:12][CH:11]([CH:15]([O:17][C:18]2[CH:40]=[CH:39][C:21]3[C:22]4[N:26]([CH2:27][CH2:28][O:29][C:20]=3[CH:19]=2)[CH:25]=[C:24]([C:30]2[N:31]([CH:36]([CH3:37])[CH3:38])[N:32]=[C:33]([CH3:35])[N:34]=2)[N:23]=4)[CH3:16])[CH2:10][CH2:9]1. Procedure: To a solution of 4-{1-[2-(2-isopropyl-5-methyl-2H-[1,2,4]triazol-3-yl)-4,5-dihydro-6-oxa-1,3a-diazabenzo[e]azulen-8-yloxy]ethyl}azepane-1-carboxylic acid tertbutyl ester (60 mg, 0.11 mmol) in dioxane (1 mL) was added HCl (2.5M in MeOH, 1 mL) and the reaction mixture was stirred for 1 h at RT. Volatiles were then removed in vacuo and the resulting residue was loaded onto an Isolute® SCX-2 cartridge which was washed with MeOH and the product eluted with 0.5M NH3/MeOH affording 8-(1-Azepan-4-yletho... Reactants: yellow crystals, NC1=NC=CN=C1C(=O)N1CCCC1 (2-Aminopyrazine-3-carboxylic acid pyrrolidide), C1(=CC=CC=C1)[Mg]Br (phenylmagnesium bromide), O1CCCC1 (tetrahydrofuran). Run in O (water). Conditions: time 2 hour. The product is NC1=NC=CN=C1C(C1=CC=CC=C1)=O (2-amino-3-benzoylpyrazine). RXN SMILES: [NH2:1][C:2]1[C:7]([C:8](N2CCCC2)=[O:9])=[N:6][CH:5]=[CH:4][N:3]=1.[C:15]1([Mg]Br)[CH:20]=[CH:19][CH:18]=[CH:17][CH:16]=1.O1CCCC1>O>[NH2:1][C:2]1[C:7]([C:8](=[O:9])[C:15]2[CH:20]=[CH:19][CH:18]=[CH:17][CH:16]=2)=[N:6][CH:5]=[CH:4][N:3]=1. Procedure details: 2-Aminopyrazine-3-carboxylic acid pyrrolidide (63.4 g. or 0.33 mol) was added to a solution of freshly prepared phenylmagnesium bromide (305 g.) in 1 l. of tetrahydrofuran while the temperature was kept at 20°-30° by cooling with an ice bath. After stirring at room temperature for 2 hours, the mixture was hydrolyzed by addition of 2 l. of water. The aqueous layer was extracted twice with 500 ml. of methylene chloride. The extracts were combined with the organic layer, dried over sodium sulfate a... Starting materials: BrC=1C=C(C#N)C=C(C1Cl)Br (3,5-dibromo-4-chlorobenzonitrile), N[C@H]1[C@@H](CN(CC1)C(=O)OC)O ((3R,4R)-methyl 4-amino-3-hydroxypiperidine-1-carboxylate), C=1C=CC(=CC1)P(C=2C=CC=CC2)C3=CC=C4C=CC=CC4=C3C5=C6C=CC=CC6=CC=C5P(C=7C=CC=CC7)C=8C=CC=CC8 (BINAP), C(=O)([O-])[O-].[Cs+].[Cs+] (Cs2CO3). The reagents and catalysts are C=1C=CC(=CC1)/C=C/C(=O)/C=C/C2=CC=CC=C2.C=1C=CC(=CC1)/C=C/C(=O)/C=C/C2=CC=CC=C2.C=1C=CC(=CC1)/C=C/C(=O)/C=C/C2=CC=CC=C2.[Pd].[Pd] (Pd2(dba)3). Conditions: temperature 105 celsius. Yields the product BrC=1C(=C(C=C(C1)C#N)N[C@H]1[C@@H](CN(CC1)C(=O)OC)O)Cl ((3R,4R)-methyl 4-((3-bromo-2-chloro-5-cyanophenyl)amino)-3-hydroxypiperidine-1-carboxylate). The yield is 10.2%. As a reaction SMILES: Br[C:2]1[CH:3]=[C:4]([CH:7]=[C:8]([Br:11])[C:9]=1[Cl:10])[C:5]#[N:6].[NH2:12][C@@H:13]1[CH2:18][CH2:17][N:16]([C:19]([O:21][CH3:22])=[O:20])[CH2:15][C@H:14]1[OH:23].C1C=CC(P(C2C(C3C(P(C4C=CC=CC=4)C4C=CC=CC=4)=CC=C4C=3C=CC=C4)=C3C(C=CC=C3)=CC=2)C2C=CC=CC=2)=CC=1.C([O-])([O-])=O.[Cs+].[Cs+]>C1C=CC(/C=C/C(/C=C/C2C=CC=CC=2)=O)=CC=1.C1C=CC(/C=C/C(/C=C/C2C=CC=CC=2)=O)=CC=1.C1C=CC(/C=C/C(/C=C/C2C=CC=CC=2)=O)=CC=1.[Pd].[Pd]>[Br:11][C:8]1[C:9]([Cl:10])=[C:2]([NH:12][C@@H:13]2[CH2:18][CH2:17][N:16]([C:19]([O:21][CH3:22])=[O:20])[CH2:15][C@H:14]2[OH:23])[CH:3]=[C:4]([C:5]#[N:6])[CH:7]=1 |f:3.4.5,6.7.8.9.10|. Procedure details: A mixture of 3,5-dibromo-4-chlorobenzonitrile (160 mg, 0.542 mmol), (3R,4R)-methyl 4-amino-3-hydroxypiperidine-1-carboxylate (88 mg, 0.505 mmol), Pd2(dba)3 (69.4 mg, 0.076 mmol), BINAP (47.2 mg, 0.076 mmol), and Cs2CO3 (494 mg, 1.516 mmol) in a dry microwave vial was flushed with nitrogen. Toluene (3.7 mL) was added and the vial was sealed and heated at 105° C. for 4 hours. The reaction was partitioned between EtOAc and water. The organic phase was washed with brine and dried with sodium sulfate... Reactants: C(C)(=O)OCCC(C(CC=C(C)C)O)C (8-acetoxy-2,6-dimethyl-5-hydroxy-2-octene), C(C)OC=C (ethyl vinylether), O.C1(=CC=C(C=C1)S(=O)(=O)O)C (p-toluenesulfonic acid monohydrate). Run in CCOCC (ether), CCOCC (ether). Reaction conditions: time 16 hour. Product: C(C)(=O)OCCC(C(CC=C(C)C)OC(C)OCC)C (8-acetoxy-2,6-dimethyl-5-[(1-ethoxyethoxy)]-2-octene). As a reaction SMILES: [C:1]([O:4][CH2:5][CH2:6][CH:7]([CH3:15])[CH:8]([OH:14])[CH2:9][CH:10]=[C:11]([CH3:13])[CH3:12])(=[O:3])[CH3:2].[CH2:16]([O:18][CH:19]=[CH2:20])[CH3:17].O.C1(C)C=CC(S(O)(=O)=O)=CC=1>CCOCC>[C:1]([O:4][CH2:5][CH2:6][CH:7]([CH3:15])[CH:8]([O:14][CH:16]([O:18][CH2:19][CH3:20])[CH3:17])[CH2:9][CH:10]=[C:11]([CH3:13])[CH3:12])(=[O:3])[CH3:2] |f:2.3|. Reported procedure: A mixture of 8-acetoxy-2,6-dimethyl-5-hydroxy-2-octene (2.27 g, 10.6 mmole), ethyl vinylether (0.82 g. 11.4 mmole), p-toluenesulfonic acid monohydrate (catalytic amount) and ether (50 ml) is stirred at room temperature for 16 hours. The resulting mixture is treated with ether (150 ml) and washed with 5% sodium bicarbonate solution (2×100 ml). The organic phase is dried (Na2SO4), and evaporated in vacuo to give the crude product. The crude material is further purified by column chromatography on ...